This data is from the Open Reaction Database (ORD), a public repository of structured organic reaction records. The task is: describe an organic reaction: reactants, conditions, products, and yield The reactants are C1(=CC=CC=C1)CC(=O)NC1[C@@H]2N(C(=C(CS2)OS(=O)(=O)C(F)(F)F)C(=O)OC(C2=CC=CC=C2)C2=CC=CC=C2)C1=O (diphenylmethyl 7-phenylacetamido-3-(trifluoromethylsulfonyloxy)-3-cephem- -4-carboxylate), COC1=CC=C(C=C1)[Sn](CCCC)(CCCC)CCCC ((p-methoxyphenyl)tri-n-butylstannane), O1C(=CC=C1)P(C=1OC=CC1)C=1OC=CC1 (tri(2-furyl)-phosphine). The reagents and catalysts are [Cl-].[Zn+2].[Cl-] (zinc chloride), C(C1=CC=CC=C1)=CC(=O)C=CC1=CC=CC=C1.C(C1=CC=CC=C1)=CC(=O)C=CC1=CC=CC=C1.[Pd] (palladium(0) bis(dibenzylidene acetone)). The solvent is CN1C(CCC1)=O (1-methyl-2-pyrrolidinone), C(C)(=O)OCC (ethyl acetate). Reaction conditions: time 16 hour. The product is C1(=CC=CC=C1)CC(=O)NC1[C@@H]2N(C(=C(CS2)C2=CC=C(C=C2)OC)C(=O)OC(C2=CC=CC=C2)C2=CC=CC=C2)C1=O (diphenylmethyl 7-phenylacetamido-3-(p-methoxyphenyl)-3cephem-4-carboxylate). Isolated yield 56.9%. As a reaction SMILES: [C:1]1([CH2:7][C:8]([NH:10][CH:11]2[C:42](=[O:43])[N:13]3[C:14]([C:26]([O:28][CH:29]([C:36]4[CH:41]=[CH:40][CH:39]=[CH:38][CH:37]=4)[C:30]4[CH:35]=[CH:34][CH:33]=[CH:32][CH:31]=4)=[O:27])=[C:15](OS(C(F)(F)F)(=O)=O)[CH2:16][S:17][C@H:12]23)=[O:9])[CH:6]=[CH:5][CH:4]=[CH:3][CH:2]=1.[CH3:44][O:45][C:46]1[CH:51]=[CH:50][C:49]([Sn](CCCC)(CCCC)CCCC)=[CH:48][CH:47]=1.O1C=CC=C1P(C1OC=CC=1)C1OC=CC=1>CN1CCCC1=O.C(OCC)(=O)C.[Cl-].[Zn+2].[Cl-].C(=CC(C=CC1C=CC=CC=1)=O)C1C=CC=CC=1.C(=CC(C=CC1C=CC=CC=1)=O)C1C=CC=CC=1.[Pd]>[C:1]1([CH2:7][C:8]([NH:10][CH:11]2[C:42](=[O:43])[N:13]3[C:14]([C:26]([O:28][CH:29]([C:30]4[CH:31]=[CH:32][CH:33]=[CH:34][CH:35]=4)[C:36]4[CH:41]=[CH:40][CH:39]=[CH:38][CH:37]=4)=[O:27])=[C:15]([C:49]4[CH:50]=[CH:51][C:46]([O:45][CH3:44])=[CH:47][CH:48]=4)[CH2:16][S:17][C@H:12]23)=[O:9])[CH:6]=[CH:5][CH:4]=[CH:3][CH:2]=1 |f:5.6.7,8.9.10|. Procedure: A mixture of 0.1029 g ((0.000163 mole) of diphenylmethyl 7-phenylacetamido-3-(trifluoromethylsulfonyloxy)-3-cephem- -4-carboxylate, 0.0775 g (0.000195 mole) of (p-methoxyphenyl)tri-n-butylstannane, 0.044 g (0.00032 mole) of zinc chloride and 0.00378 g (0.000016 mole) of tri(2-furyl)-phosphine in 4 mL of dry 1-methyl-2-pyrrolidinone, under an argon atmosphere, was degassed for 30 seconds. Then 0.0047 g (0.000008 mole) of palladium(0) bis(dibenzylidene acetone) was added all at once. The reaction ... Starting materials: NC=1SC(=C(N1)C(=O)OCC)C1=CC=NC=C1 (ethyl 2-amino-5-(4-pyridyl)-4-thiazolecarboxylate), [OH-].[Na+] (sodium hydroxide). The solvent is CO (methanol), O (water). The product is NC=1SC(=C(N1)C(=O)O)C1=CC=NC=C1 (2-amino-5-(4-pyridyl)-4-thiazolecarboxylic acid). Yield: 79.8%. Reaction SMILES: [NH2:1][C:2]1[S:3][C:4]([C:12]2[CH:17]=[CH:16][N:15]=[CH:14][CH:13]=2)=[C:5]([C:7]([O:9]CC)=[O:8])[N:6]=1.[OH-].[Na+]>CO.O>[NH2:1][C:2]1[S:3][C:4]([C:12]2[CH:17]=[CH:16][N:15]=[CH:14][CH:13]=2)=[C:5]([C:7]([OH:9])=[O:8])[N:6]=1 |f:1.2|. Procedure: A mixture of ethyl 2-amino-5-(4-pyridyl)-4-thiazolecarboxylate (5.0 g) and sodium hydroxide (1.6 g) in a mixture of methanol (50 ml) and water (10 ml) was stirred at ambient temperature for an hour. The reaction mixture was evaporated in vacuo and the residue was dissolved in water. The aqueous solution was adjusted to pH 5 with 10% hydrochloric acid. The precipitate was collected by filtration and dried over phosphorus pentoxide in vacuo to afford 2-amino-5-(4-pyridyl)-4-thiazolecarboxylic acid... The reactants are O (water), COC(C1=C(C(=CC=C1)F)C)=O (3-Fluoro-2-methyl-benzoic acid methyl ester), BrN1C(CCC1=O)=O (N-bromosuccinimide), N(=NC(C#N)(C)C)C(C#N)(C)C (AIBN). The solvent is C(Cl)(Cl)Cl (chloroform), C(Cl)(Cl)(Cl)Cl (carbon tetrachloride). Product: COC(C1=C(C(=CC=C1)F)CBr)=O (2-Bromomethyl-3-fluoro-benzoic Acid Methyl Ester). As a reaction SMILES: [CH3:1][O:2][C:3](=[O:12])[C:4]1[CH:9]=[CH:8][CH:7]=[C:6]([F:10])[C:5]=1[CH3:11].[Br:13]N1C(=O)CCC1=O.N(C(C)(C)C#N)=NC(C)(C)C#N.O>C(Cl)(Cl)(Cl)Cl.C(Cl)(Cl)Cl>[CH3:1][O:2][C:3](=[O:12])[C:4]1[CH:9]=[CH:8][CH:7]=[C:6]([F:10])[C:5]=1[CH2:11][Br:13]. Procedure: 3-Fluoro-2-methyl-benzoic acid methyl ester (4.3 g, 26 mmol), N-bromosuccinimide (5.0 g, 28 mmol) and AIBN (2,2′-azobisisobutyronitril) (420 mg, 2.6 mmol) were stirred at 80° C. for 10 hours in carbon tetrachloride (45 ml). The reaction solution was mixed with water and chloroform, washed with saturated sodium bicarbonate aqueous solution and saturated brine and then dried with anhydrous magnesium sulfate. The solvent was removed by evaporation from the extract under a reduced pressure, and the ... Reactants: ClC=1C=CC(=C(C1)C1=CC(N(C=C1OC)CC(=O)OC(C)(C)C)=O)C#N (tert-butyl [4-(5-chloro-2-cyanophenyl)-5-methoxy-2-oxopyridin-1(2H)-yl]acetate), bis(trimethylsilyl)lithium amide, FC(S(=O)(=O)OCC(C)F)(F)F (2-fluoropropyl trifluoromethanesulphonate). Product: ClC=1C=CC(=C(C1)C1=CC(N(C=C1OC)C(C(=O)OC(C)(C)C)CC(C)F)=O)C#N (tert-Butyl 2-[4-(5-chloro-2-cyanophenyl)-5-methoxy-2-oxopyridin-1(2H)-yl]-4-fluoropentanoate). As a reaction SMILES: [Cl:1][C:2]1[CH:3]=[CH:4][C:5]([C:25]#[N:26])=[C:6]([C:8]2[C:13]([O:14][CH3:15])=[CH:12][N:11]([CH2:16][C:17]([O:19][C:20]([CH3:23])([CH3:22])[CH3:21])=[O:18])[C:10](=[O:24])[CH:9]=2)[CH:7]=1.FC(F)(F)S(O[CH2:33][CH:34]([F:36])[CH3:35])(=O)=O>>[Cl:1][C:2]1[CH:3]=[CH:4][C:5]([C:25]#[N:26])=[C:6]([C:8]2[C:13]([O:14][CH3:15])=[CH:12][N:11]([CH:16]([CH2:33][CH:34]([F:36])[CH3:35])[C:17]([O:19][C:20]([CH3:21])([CH3:22])[CH3:23])=[O:18])[C:10](=[O:24])[CH:9]=2)[CH:7]=1. Procedure: 450 mg (purity 94%, 1.13 mmol) of tert-butyl [4-(5-chloro-2-cyanophenyl)-5-methoxy-2-oxopyridin-1(2H)-yl]acetate in the presence of 1.24 ml (1.24 mmol, 1.1 eq.) of bis(trimethylsilyl)lithium amide (1M in THF) and 356 mg (1.69 mmol, 1.5 eq.) of 2-fluoropropyl trifluoromethanesulphonate (racemate) were reacted according to General Method 7B. Yield: 270 mg (52% of theory)